describe an organic reaction: reactants, conditions, products, and yield From a dataset of the Open Reaction Database (ORD), a public repository of structured organic reaction records. The reactants are CCO, CC(=O)O, [K+], COc1ccc(F)cc1C(=O)c1cnc(NC2CCN(S(=O)(=O)CCCOC(C)=O)CC2)nc1N, [OH-], O. Product: COc1ccc(F)cc1C(=O)c1cnc(NC2CCN(S(=O)(=O)CCCO)CC2)nc1N. RXN SMILES: [CH3:38][CH2:39][OH:40].[CH3:41][C:42](=[O:43])[OH:44].[K+:37].[NH2:1][c:2]1[n:3][c:4]([NH:19][CH:20]2[CH2:21][CH2:22][N:23]([S:26](=[O:27])(=[O:28])[CH2:29][CH2:30][CH2:31][O:32][C:33](=[O:34])[CH3:35])[CH2:24][CH2:25]2)[n:5][cH:6][c:7]1[C:8]([c:9]1[c:10]([O:16][CH3:17])[cH:11][cH:12][c:13]([F:15])[cH:14]1)=[O:18].[OH-:36].[OH2:45]>>[NH2:1][c:2]1[n:3][c:4]([NH:19][CH:20]2[CH2:21][CH2:22][N:23]([S:26](=[O:27])(=[O:28])[CH2:29][CH2:30][CH2:31][OH:32])[CH2:24][CH2:25]2)[n:5][cH:6][c:7]1[C:8]([c:9]1[c:10]([O:16][CH3:17])[cH:11][cH:12][c:13]([F:15])[cH:14]1)=[O:18]. Starting materials: CCOC(=O)C(=Cc1ccc(-c2cccc(NC)n2)cc1)OCC, CCN(C(C)C)C(C)C, O=C(Cl)Oc1ccc([N+](=O)[O-])cc1, ClCCl, O. The product is CCOC(=O)C(=Cc1ccc(-c2cccc(N(C)C(=O)Oc3ccc([N+](=O)[O-])cc3)n2)cc1)OCC. RXN SMILES: [CH2:23]([CH3:24])[O:25][C:26]([C:27](=[O:28])[O:29][CH2:30][CH3:31])=[CH:32][c:33]1[cH:34][cH:35][c:36](-[c:39]2[n:40][c:41]([NH:45][CH3:46])[cH:42][cH:43][cH:44]2)[cH:37][cH:38]1.[CH:14]([N:15]([CH:16]([CH3:17])[CH3:18])[CH2:19][CH3:20])([CH3:21])[CH3:22].[Cl:1][C:2](=[O:3])[O:4][c:5]1[cH:6][cH:7][c:8]([N+:11](=[O:12])[O-:13])[cH:9][cH:10]1.[Cl:48][CH2:49][Cl:50].[OH2:47]>>[C:2](=[O:3])([O:4][c:5]1[cH:6][cH:7][c:8]([N+:11](=[O:12])[O-:13])[cH:9][cH:10]1)[N:45]([c:41]1[n:40][c:39](-[c:36]2[cH:35][cH:34][c:33]([CH:32]=[C:26]([O:25][CH2:23][CH3:24])[C:27](=[O:28])[O:29][CH2:30][CH3:31])[cH:38][cH:37]2)[cH:44][cH:43][cH:42]1)[CH3:46]. The reactants are CC(=O)c1ccccn1, C1CCNC1, CO, Cl, [Na+], [OH-]. The product is CC(c1ccccn1)N1CCCC1. Reaction SMILES: [C:1]([CH3:2])(=[O:3])[c:4]1[n:5][cH:6][cH:7][cH:8][cH:9]1.[CH2:10]1[CH2:11][CH2:12][NH:13][CH2:14]1.[CH3:18][OH:19].[ClH:15].[Na+:17].[OH-:16]>>[CH:1]([CH3:2])([c:4]1[n:5][cH:6][cH:7][cH:8][cH:9]1)[N:13]1[CH2:12][CH2:11][CH2:10][CH2:14]1. Starting materials: C(N)(=S)C1=CC=C(C(=O)OC)C=C1 (methyl 4-thiocarbamoylbenzoate), FC(OC1=CC=C(C(CBr)=O)C=C1)F (4-difluoromethoxyphenacyl bromide). Solvent: C(C)O (ethanol). Reaction conditions: temperature 85 celsius, time 1 hour. Yields the product FC(OC1=CC=C(C=C1)C=1N=C(SC1)C1=CC=C(C(=O)OC)C=C1)F (methyl 4-[4-(4-difluoromethoxyphenyl)-2-thiazolyl]benzoate). The yield is 69.3%. RXN SMILES: [C:1]([C:4]1[CH:13]=[CH:12][C:7]([C:8]([O:10][CH3:11])=[O:9])=[CH:6][CH:5]=1)(=[S:3])[NH2:2].[F:14][CH:15]([F:27])[O:16][C:17]1[CH:26]=[CH:25][C:20]([C:21](=O)[CH2:22]Br)=[CH:19][CH:18]=1>C(O)C>[F:14][CH:15]([F:27])[O:16][C:17]1[CH:26]=[CH:25][C:20]([C:21]2[N:2]=[C:1]([C:4]3[CH:13]=[CH:12][C:7]([C:8]([O:10][CH3:11])=[O:9])=[CH:6][CH:5]=3)[S:3][CH:22]=2)=[CH:19][CH:18]=1. Reported procedure: A mixture of methyl 4-thiocarbamoylbenzoate (1.56 g), 4-difluoromethoxyphenacyl bromide (2.65 g) and ethanol (15 ml) was stirred at 80 to 90° C. for 1 hour. The reaction mixture was cooled, and precipitated crystals were collected by filtration to obtain methyl 4-[4-(4-difluoromethoxyphenyl)-2-thiazolyl]benzoate (2.00 g, yield: 69%). The product was recrystallized from ethanol to obtain pale yellow prisms. Melting Point: 146 to 148° C. Starting materials: Cc1ccccc1, CCN(C(C)C)C(C)C, Cc1nc(=O)n2nc(-c3ccccc3Cl)c(I)c2[nH]1, O=P(Cl)(Cl)Cl. The product is Cc1nc(Cl)n2nc(-c3ccccc3Cl)c(I)c2n1. RXN SMILES: [CH3:34][c:35]1[cH:36][cH:37][cH:38][cH:39][cH:40]1.[CH:20]([N:21]([CH:22]([CH3:23])[CH3:24])[CH2:25][CH3:26])([CH3:27])[CH3:28].[Cl:1][c:2]1[c:3](-[c:8]2[n:9][n:10]3[c:11]([nH:12][c:13]([CH3:17])[n:14][c:15]3=[O:16])[c:18]2[I:19])[cH:4][cH:5][cH:6][cH:7]1.[P:29]([Cl:30])([Cl:31])([Cl:32])=[O:33]>>[Cl:1][c:2]1[c:3](-[c:8]2[n:9][n:10]3[c:11]([n:12][c:13]([CH3:17])[n:14][c:15]3[Cl:31])[c:18]2[I:19])[cH:4][cH:5][cH:6][cH:7]1. The reactants are CCOC(=O)CO, C=CCBr, CCOC(C)=O, [Cl-], [H-], [NH4+], [Na+]. Product: C=CCOCC(=O)OCC. As a reaction SMILES: [C:3]([CH2:4][OH:5])(=[O:6])[O:7][CH2:8][CH3:9].[CH2:10]([CH:11]=[CH2:12])[Br:13].[CH3:16][CH2:17][O:18][C:19]([CH3:20])=[O:21].[Cl-:14].[H-:2].[NH4+:15].[Na+:1]>>[C:3]([CH2:4][O:5][CH2:12][CH:11]=[CH2:10])(=[O:6])[O:7][CH2:8][CH3:9].